Dataset: the Open Reaction Database (ORD), a public repository of structured organic reaction records. Task: describe an organic reaction: reactants, conditions, products, and yield Reactants: C(C)(C)[C@@H]1N(CC=2C1=NC=C(C2)C(=O)O)CC2=CC=C(C=C2)C(F)(F)F ((S)-7-isopropyl-6-(4-(trifluoromethyl)benzyl)-6,7-dihydro-5H-pyrrolo[3,4-b]pyridine-3-carboxylic acid), C(C)(C)[C@@H]1N(CC=2C1=NC=C(C2)C(=O)NCC2=CC=C(C(=O)OC)C=C2)CC2=CC=C(C=C2)C(F)(F)F (methyl(S)-4-((7-isopropyl-6-(4-(trifluoromethyl)benzyl)-6,7-dihydro-5H-pyrrolo[3,4-b]pyridine-3-carboxamido)methyl)benzoate). Conditions: time 2 minute. Yields the product C(C)(C)[C@@H]1N(CC=2C1=NC=C(C2)C(=O)NCC2=CC=C(C(=O)O)C=C2)CC2=CC=C(C=C2)C(F)(F)F ((S)-4-((7-isopropyl-6-(4-(trifluoromethyl)benzyl)-6,7-dihydro-5H-pyrrolo[3,4-b]pyridine-3-carboxamido)methyl)benzoic acid). Reaction SMILES: C([C@H]1C2=NC=C(C(O)=O)C=C2CN1CC1C=CC(C(F)(F)F)=CC=1)(C)C.[CH:27]([C@H:30]1[C:34]2=[N:35][CH:36]=[C:37]([C:39]([NH:41][CH2:42][C:43]3[CH:52]=[CH:51][C:46]([C:47]([O:49]C)=[O:48])=[CH:45][CH:44]=3)=[O:40])[CH:38]=[C:33]2[CH2:32][N:31]1[CH2:53][C:54]1[CH:59]=[CH:58][C:57]([C:60]([F:63])([F:62])[F:61])=[CH:56][CH:55]=1)([CH3:29])[CH3:28]>>[CH:27]([C@H:30]1[C:34]2=[N:35][CH:36]=[C:37]([C:39]([NH:41][CH2:42][C:43]3[CH:52]=[CH:51][C:46]([C:47]([OH:49])=[O:48])=[CH:45][CH:44]=3)=[O:40])[CH:38]=[C:33]2[CH2:32][N:31]1[CH2:53][C:54]1[CH:55]=[CH:56][C:57]([C:60]([F:62])([F:63])[F:61])=[CH:58][CH:59]=1)([CH3:29])[CH3:28]. Reported procedure: Procedure same as that for (S)-7-isopropyl-6-(4-(trifluoromethyl)benzyl)-6,7-dihydro-5H-pyrrolo[3,4-b]pyridine-3-carboxylic acid, using methyl(S)-4-((7-isopropyl-6-(4-(trifluoromethyl)benzyl)-6,7-dihydro-5H-pyrrolo[3,4-b]pyridine-3-carboxamido)methyl)benzoate as a starting material. LC-MS tR=1.20 min in 2 min chromatography, MS (ESI) m/z 498 [M+H]+.